This data is from the Open Reaction Database (ORD), a public repository of structured organic reaction records. The task is: describe an organic reaction: reactants, conditions, products, and yield Procedure details: The procedure of Step 7 of Example 1 was repeated except for using t-butyl 4-(3-(2-bromo-3-(3,5-difluorophenyl)-1-oxo-1H-inden-6-yloxy)propyl)piperazine-1-carboxylate obtained in Step 1 as a starting material instead of 6-(2-morpholinoethoxy)-2-bromo-3-phenyl-1H-inden-1-one, 3-quinolinylboronic acid instead of 3-pyridinylboronic acid, and being purified by silica gel column chromatography (EtOAc/hexanes=1:1) to obtain the title compound (39%). Product: FC=1C=C(C=C(C1)F)C1=C(C(C2=CC(=CC=C12)OCCCN1CCN(CC1)C(=O)OC(C)(C)C)=O)C=1C=NC2=CC=CC=C2C1 (t-Butyl 4-(3-(3-(3,5-difluorophenyl)-1-oxo-2-(quinolin-3-yl)-1H-inden-6-yloxy)propyl)piperazine-1-carboxylate). RXN SMILES: Br[C:2]1[C:3](=[O:36])[C:4]2[C:9]([C:10]=1[C:11]1[CH:16]=[C:15]([F:17])[CH:14]=[C:13]([F:18])[CH:12]=1)=[CH:8][CH:7]=[C:6]([O:19][CH2:20][CH2:21][CH2:22][N:23]1[CH2:28][CH2:27][N:26]([C:29]([O:31][C:32]([CH3:35])([CH3:34])[CH3:33])=[O:30])[CH2:25][CH2:24]1)[CH:5]=2.O1CCN(CCOC2C=C3C(C(C4C=CC=CC=4)=C(Br)C3=O)=CC=2)CC1.[N:63]1[C:72]2[C:67](=[CH:68][CH:69]=[CH:70][CH:71]=2)[CH:66]=[C:65](B(O)O)[CH:64]=1>>[F:17][C:15]1[CH:16]=[C:11]([C:10]2[C:9]3[C:4](=[CH:5][C:6]([O:19][CH2:20][CH2:21][CH2:22][N:23]4[CH2:24][CH2:25][N:26]([C:29]([O:31][C:32]([CH3:34])([CH3:33])[CH3:35])=[O:30])[CH2:27][CH2:28]4)=[CH:7][CH:8]=3)[C:3](=[O:36])[C:2]=2[C:65]2[CH:64]=[N:63][C:72]3[C:67]([CH:66]=2)=[CH:68][CH:69]=[CH:70][CH:71]=3)[CH:12]=[C:13]([F:18])[CH:14]=1. Yield: 39.0%. Starting materials: BrC=1C(C2=CC(=CC=C2C1C1=CC(=CC(=C1)F)F)OCCCN1CCN(CC1)C(=O)OC(C)(C)C)=O (t-Butyl 4-(3-(2-bromo-3-(3,5-difluorophenyl)-1-oxo-1H-inden-6-yl oxy)propyl)piperazine-1-carboxylate), O1CCN(CC1)CCOC1=CC=C2C(=C(C(C2=C1)=O)Br)C1=CC=CC=C1 (6-(2-morpholinoethoxy)-2-bromo-3-phenyl-1H-inden-1-one), N1=CC(=CC2=CC=CC=C12)B(O)O (3-quinolinylboronic acid). Starting materials: C(C)(C)(C)[Mg]Cl (t-butyl magnesium chloride), C(CCC)[Li] (n-Butyllithium), C/C(/CO)=C\C1=CC=C(C=C1)C ((2E)-2-methyl-3-(4-methylphenyl)-2-propen-1-ol), BrCBr (dibromomethane), [Cl-].[NH4+] (ammonium chloride). The solvent is C(C)OCC (diethyl ether), C(C)OCC (diethyl ether). Run at time 10 minute. The product is CC1(C(C1)C1=CC=C(C=C1)C)CO ((1-Methyl-2-p-tolylcyclopropyl)methanol). Yield: 90.0%. Reaction SMILES: [CH2:1]([Li])CCC.[CH3:6]/[C:7](=[CH:10]\[C:11]1[CH:16]=[CH:15][C:14]([CH3:17])=[CH:13][CH:12]=1)/[CH2:8][OH:9].BrCBr.C([Mg]Cl)(C)(C)C.[Cl-].[NH4+]>C(OCC)C>[CH3:6][C:7]1([CH2:8][OH:9])[CH2:1][CH:10]1[C:11]1[CH:12]=[CH:13][C:14]([CH3:17])=[CH:15][CH:16]=1 |f:4.5|. Procedure details: n-Butyllithium (1.6 molar in hexanes; 33.2 ml; 53 1 mmol) was added dropwise to (2E)-2-methyl-3-(4-methylphenyl)-2-propen-1-ol (8.61 g, 53 1 mmol) in dry diethyl ether (120 ml) at 0° C. under nitrogen. After 10 minutes, dibromomethane (46.6 g; 265 mmol) was added dropwise, followed, after 15 minutes, by t-butyl magnesium chloride (2 molar in diethyl ether; 133 ml; 265 mmol). The reaction was then slowly warmed up to room temperature and stirred overnight. It was then cooled into an ice-water bat... Reactants: CC(=O)c1cc(S(=O)(=O)Cl)ccc1O, CC#N, CN, CCOC(C)=O, Cl. The product is CNS(=O)(=O)c1ccc(O)c(C(C)=O)c1. As a reaction SMILES: [C:3]([CH3:4])(=[O:5])[c:6]1[cH:7][c:8]([S:13](=[O:14])(=[O:15])[Cl:16])[cH:9][cH:10][c:11]1[OH:12].[CH3:18][C:19]#[N:20].[CH3:1][NH2:2].[CH3:21][CH2:22][O:23][C:24](=[O:25])[CH3:26].[ClH:17]>>[CH3:1][NH:2][S:13]([c:8]1[cH:7][c:6]([C:3]([CH3:4])=[O:5])[c:11]([OH:12])[cH:10][cH:9]1)(=[O:14])=[O:15]. Starting materials: O1CCCC1 (THF), C(C)(=O)O (acetic acid), CC1=NC=C(C=C1)C=C (2-methyl-5-vinylpyridine), C(C)(=O)O (acetic acid), [OH-].[Na+] (sodium hydroxide). Run in CO (methanol). Run at temperature 120 celsius, time 8 hour. The product is CC1=NC(=CC(=C1)C)C (2,4,6-trimethylpyridine), C1=CC(=CC=C1C=O)C=O (terephthaldehyde), C(C)(=O)OC(C)=O (acetic anhydride). RXN SMILES: [C:1]([OH:4])(=[O:3])[CH3:2].[CH3:5][C:6]1[CH:11]=[CH:10][C:9]([CH:12]=[CH2:13])=[CH:8][N:7]=1.[OH-].[Na+].[O:16]1[CH2:20][CH2:19][CH2:18][CH2:17]1>CO>[CH3:17][C:18]1[CH:19]=[C:20]([CH3:1])[CH:5]=[C:6]([CH3:11])[N:7]=1.[CH:12]1[C:9]([CH:8]=[O:16])=[CH:10][CH:11]=[C:2]([CH:1]=[O:4])[CH:13]=1.[C:1]([O:4][C:17](=[O:16])[CH3:18])(=[O:3])[CH3:2] |f:2.3|. Procedure: 3.0 Moles of 2,4,6-trimethylpyridine, 4.5 moles of terephthaldehyde, 9.0 moles of acetic acid and 9.0 moles of acetic anhydride are prereacted at 140° C. for 6 hours. The reaction mixture is then cooled to 120° C. and 4.5 moles of 2-methyl-5-vinylpyridine is added. Stirring at 120° C. is continued for 8 hours. The reaction mixture is cooled, and the acetic acid is neutralized with 10% sodium hydroxide. The organic phase is separated, dissolved in tetrahydrofuran (THF) and filtered. The radical i... Reactants: CN1C(N(C(C=C1C(F)(F)F)=O)C=1C=CC2=C(C(=NS2)CC(=O)OCC)C1)=O (ethyl 5-[3,6-dihydro-3-methyl-2,6-dioxo-4-(trifluoromethyl)-1(2H)-pyrimidinyl]-1,2-benzisothiazole-3-acetate), Cl (hydrochloric acid). The solvent is ClCCCl (1,2-dichloroethane), ClCCCl (1,2-dichloroethane). Run at time 30 minute. The product is CN1C(N(C(C=C1C(F)(F)F)=O)C=1C=CC2=C(C(=NS2)CC(=O)O)C1)=O (5-[3,6-Dihydro-3-methyl-2,6-dioxo-4-(trifluoromethyl)-1(2H)-pyrimidinyl]-1,2-benzisothiazole-3-acetic acid). Yield: 98.3%. RXN SMILES: [CH3:1][N:2]1[C:7]([C:8]([F:11])([F:10])[F:9])=[CH:6][C:5](=[O:12])[N:4]([C:13]2[CH:14]=[CH:15][C:16]3[S:20][N:19]=[C:18]([CH2:21][C:22]([O:24]CC)=[O:23])[C:17]=3[CH:27]=2)[C:3]1=[O:28].Cl>ClCCCl>[CH3:1][N:2]1[C:7]([C:8]([F:9])([F:10])[F:11])=[CH:6][C:5](=[O:12])[N:4]([C:13]2[CH:14]=[CH:15][C:16]3[S:20][N:19]=[C:18]([CH2:21][C:22]([OH:24])=[O:23])[C:17]=3[CH:27]=2)[C:3]1=[O:28]. Reported procedure: A mixture of ethyl 5-[3,6-dihydro-3-methyl-2,6-dioxo-4-(trifluoromethyl)-1(2H)-pyrimidinyl]-1,2-benzisothiazole-3-acetate (0.600 g), 10% hydrochloric acid (20.0 mL), and 1,2-dichloroethane (2.00 mL) is boiled for 30 minutes while allowing the 1,2-dichloroethane to evaporate, cooled, and poured onto ice. The resultant aqueous mixture is filtered to obtain a solid. The solid is washed with water and air-dried to give the title product as a white solid (0.550 g, mp 240-242° C.). Reactants: C(#N)C1=C(C=C(CN2C=NC=C2CC(=O)OC)C=C1)F (methyl 1-(4-cyano-3-fluorobenzyl)imidazol-5-ylacetate), [Li+].[OH-] (LiOH), Cl (HCl). Reaction SMILES: [C:1]([C:3]1[CH:19]=[CH:18][C:6]([CH2:7][N:8]2[C:12]([CH2:13][C:14]([O:16]C)=[O:15])=[CH:11][N:10]=[CH:9]2)=[CH:5][C:4]=1[F:20])#[N:2].[Li+:21].[OH-].Cl>C1COCC1.O>[C:1]([C:3]1[CH:19]=[CH:18][C:6]([CH2:7][N:8]2[C:12]([CH2:13][C:14]([O-:16])=[O:15])=[CH:11][N:10]=[CH:9]2)=[CH:5][C:4]=1[F:20])#[N:2].[Li+:21] |f:1.2,6.7|. The product is C(#N)C1=C(C=C(CN2C=NC=C2CC(=O)[O-])C=C1)F.[Li+] (lithium 1-(4-cyano-3-fluorobenzyl)-imidazol-5-ylacetate). The solvent is C1CCOC1 (THF), O (water). Reaction conditions: time 1 hour. Procedure: To a stirred solution of methyl 1-(4-cyano-3-fluoro-benzyl)imidazol-5-ylacetate from Step C (260 mg, 0.95 mmol) in THF (5 mL) and water (1 mL) was added LiOH (40 mg, 0.95 mmol). The reaction mixture was stirred at ambient temperature for 1 hour, then the solution was adjusted to pH 7 with 1 N aq. HCl and concentrated to dryness in vacuo to provide the titled product as a white solid which was sufficiently pure for use in the next step.